This data is from the Open Reaction Database (ORD), a public repository of structured organic reaction records. The task is: describe an organic reaction: reactants, conditions, products, and yield Reactants: CCOC(=O)CO, [Cl-], Clc1ncccn1, [H-], [NH4+], [Na+], C1CCOC1. Product: CCOC(=O)COc1ncccn1. RXN SMILES: [C:1]([CH2:2][OH:3])(=[O:4])[O:5][CH2:6][CH3:7].[Cl-:17].[Cl:10][c:11]1[n:12][cH:13][cH:14][cH:15][n:16]1.[H-:8].[NH4+:18].[Na+:9].[O:19]1[CH2:20][CH2:21][CH2:22][CH2:23]1>>[C:1]([CH2:2][O:3][c:11]1[n:12][cH:13][cH:14][cH:15][n:16]1)(=[O:4])[O:5][CH2:6][CH3:7]. Reactants: O=C([O-])O, CCOC(C)=O, Cl, [Na+], CC(C)CC(NC(=O)C(C)(C)NC(=O)OC(C)(C)C)C(=O)NC1Cc2cccc(N3C(=O)CCC3=O)c2N(Cc2ccsc2)C1=O. Yields the product CC(C)CC(NC(=O)C(C)(C)N)C(=O)NC1Cc2cccc(N3C(=O)CCC3=O)c2N(Cc2ccsc2)C1=O. As a reaction SMILES: [C:48](=[O:49])([OH:50])[O-:51].[CH3:53][CH2:54][O:55][C:56](=[O:57])[CH3:58].[ClH:47].[Na+:52].[O:1]=[C:2]1[N:3]([c:8]2[cH:9][cH:10][cH:11][c:12]3[c:17]2[N:16]([CH2:18][c:19]2[cH:20][s:21][cH:22][cH:23]2)[C:15](=[O:24])[CH:14]([NH:25][C:26]([CH:27]([CH2:28][CH:29]([CH3:30])[CH3:31])[NH:32][C:33]([C:34]([CH3:35])([CH3:36])[NH:37][C:38](=[O:39])[O:40][C:41]([CH3:42])([CH3:43])[CH3:44])=[O:45])=[O:46])[CH2:13]3)[C:4](=[O:7])[CH2:5][CH2:6]1>>[O:1]=[C:2]1[N:3]([c:8]2[cH:9][cH:10][cH:11][c:12]3[c:17]2[N:16]([CH2:18][c:19]2[cH:20][s:21][cH:22][cH:23]2)[C:15](=[O:24])[CH:14]([NH:25][C:26]([CH:27]([CH2:28][CH:29]([CH3:30])[CH3:31])[NH:32][C:33]([C:34]([CH3:35])([CH3:36])[NH2:37])=[O:45])=[O:46])[CH2:13]3)[C:4](=[O:7])[CH2:5][CH2:6]1. The reactants are P(=O)(OCC(COC(NCCCCCCCCCCCCCCCCC)=O)OC1=NOC=C1)(OCCBr)[O-] ((2RS)-3-(N-heptadecylcarbamoyloxy)-2-(3-isoxazolyloxy)propyl 2-bromoethyl phosphate), CN1C=NC=C1 (N-methylimidazole). Solvent: C1(=CC=CC=C1)C (toluene). Reaction conditions: time 15 hour. Yields the product P(=O)(OCC(COC(NCCCCCCCCCCCCCCCCC)=O)OC1=NOC=C1)(OCC[N+]1=CN(C=C1)C)[O-] ((2RS)-3-(N-Heptadecylcarbamoyloxy)-2-(3-isoxazolyloxy)propyl 2-(3-methyl-1-imidazolio)ethyl phosphate). Reaction SMILES: [P:1]([O-:38])([O:34][CH2:35][CH2:36]Br)([O:3][CH2:4][CH:5]([O:28][C:29]1[CH:33]=[CH:32][O:31][N:30]=1)[CH2:6][O:7][C:8](=[O:27])[NH:9][CH2:10][CH2:11][CH2:12][CH2:13][CH2:14][CH2:15][CH2:16][CH2:17][CH2:18][CH2:19][CH2:20][CH2:21][CH2:22][CH2:23][CH2:24][CH2:25][CH3:26])=[O:2].[CH3:39][N:40]1[CH:44]=[CH:43][N:42]=[CH:41]1>C1(C)C=CC=CC=1>[P:1]([O-:38])([O:34][CH2:35][CH2:36][N+:42]1[CH:43]=[CH:44][N:40]([CH3:39])[CH:41]=1)([O:3][CH2:4][CH:5]([O:28][C:29]1[CH:33]=[CH:32][O:31][N:30]=1)[CH2:6][O:7][C:8](=[O:27])[NH:9][CH2:10][CH2:11][CH2:12][CH2:13][CH2:14][CH2:15][CH2:16][CH2:17][CH2:18][CH2:19][CH2:20][CH2:21][CH2:22][CH2:23][CH2:24][CH2:25][CH3:26])=[O:2]. Reported procedure: A mixture of 0.900 g of (2RS)-3-(N-heptadecylcarbamoyloxy)-2-(3-isoxazolyloxy)propyl 2-bromoethyl phosphate [prepared as described in Example 11(a)], 1.14 ml of N-methylimidazole and 1.0 ml of toluene was heated on an oil bath kept at 80° C. for 15 hours, whilst stirring. The toluene was then distilled off, and the resulting residue was dissolved in 10 ml of a 95:5 by volume mixture of tetrahydrofuran and water. The resulting solution was passed through a column of 14 ml of Amberlite MB-3 resin.... The reactants are C(C)C=1C=C(C=C(C1)C)O (3-ethyl-5-methylphenol), BrCCCCCCCCCC (1-bromodecane), C(=O)([O-])[O-].[K+].[K+] (K2CO3). The product is C(CCCCCCCCC)OC1=CC(=CC(=C1)C)CC (1-Decyloxy-3-ethyl-5-methylbenzene). As a reaction SMILES: [CH2:1]([C:3]1[CH:4]=[C:5]([OH:10])[CH:6]=[C:7]([CH3:9])[CH:8]=1)[CH3:2].Br[CH2:12][CH2:13][CH2:14][CH2:15][CH2:16][CH2:17][CH2:18][CH2:19][CH2:20][CH3:21].C([O-])([O-])=O.[K+].[K+]>>[CH2:12]([O:10][C:5]1[CH:6]=[C:7]([CH3:9])[CH:8]=[C:3]([CH2:1][CH3:2])[CH:4]=1)[CH2:13][CH2:14][CH2:15][CH2:16][CH2:17][CH2:18][CH2:19][CH2:20][CH3:21] |f:2.3.4|. Procedure details: Quantities: 3-ethyl-5-methylphenol (5.0 g, 0.036 mol), 1-bromodecane (11.05 g, 0.05 mol), K2CO3 (30.0 g, 0.2 mol). Starting materials: C1COCCO1, Cl, CC(C)(C)OC(=O)N1CC=C(c2cncc(C(F)(F)F)c2)CC1. Yields the product FC(F)(F)c1cncc(C2=CCNCC2)c1. Reaction SMILES: [CH2:25]1[O:26][CH2:27][CH2:28][O:29][CH2:30]1.[ClH:24].[F:1][C:2]([c:3]1[cH:4][c:5]([C:9]2=[CH:14][CH2:13][N:12]([C:15]([O:16][C:17]([CH3:18])([CH3:19])[CH3:20])=[O:21])[CH2:11][CH2:10]2)[cH:6][n:7][cH:8]1)([F:22])[F:23]>>[F:1][C:2]([c:3]1[cH:4][c:5]([C:9]2=[CH:14][CH2:13][NH:12][CH2:11][CH2:10]2)[cH:6][n:7][cH:8]1)([F:22])[F:23].